Task: describe an organic reaction: reactants, conditions, products, and yield. Dataset: the Open Reaction Database (ORD), a public repository of structured organic reaction records Procedure details: In the manner given in Example 13, 5-chloro-2-[3-(phthalimidomethyl)-4H-1,2,4-triazol-4-yl]benzophenone is reacted with the above suspension, then neutralized with sodium bicarbonate to give 5-chloro-2-[3-[(diethylamino)-methyl]-5-(phthalimidomethyl)-4H-1,2,4-triazol-4-yl]benzophenone. Yields the product ClC=1C=CC(=C(C(=O)C2=CC=CC=C2)C1)N1C(=NN=C1CN1C(C=2C(C1=O)=CC=CC2)=O)CN(CC)CC (5-chloro-2-[3-[(diethylamino)-methyl]-5-(phthalimidomethyl)-4H-1,2,4-triazol-4-yl]benzophenone). As a reaction SMILES: [Cl:1][C:2]1[CH:3]=[CH:4][C:5]([N:16]2[CH:20]=[N:19][N:18]=[C:17]2[CH2:21][N:22]2[C:26](=[O:27])[C:25]3=[CH:28][CH:29]=[CH:30][CH:31]=[C:24]3[C:23]2=[O:32])=[C:6]([CH:15]=1)[C:7]([C:9]1[CH:14]=[CH:13][CH:12]=[CH:11][CH:10]=1)=[O:8].C(=O)(O)[O-].[Na+]>>[Cl:1][C:2]1[CH:3]=[CH:4][C:5]([N:16]2[C:17]([CH2:21][N:22]3[C:26](=[O:27])[C:25]4=[CH:28][CH:29]=[CH:30][CH:31]=[C:24]4[C:23]3=[O:32])=[N:18][N:19]=[C:20]2[CH2:20][N:16]([CH2:17][CH3:21])[CH2:5][CH3:4])=[C:6]([CH:15]=1)[C:7]([C:9]1[CH:14]=[CH:13][CH:12]=[CH:11][CH:10]=1)=[O:8] |f:1.2|. Reactants: ClC=1C=CC(=C(C(=O)C2=CC=CC=C2)C1)N1C(=NN=C1)CN1C(C=2C(C1=O)=CC=CC2)=O (5-chloro-2-[3-(phthalimidomethyl)-4H-1,2,4-triazol-4-yl]benzophenone), C([O-])(O)=O.[Na+] (sodium bicarbonate). The reactants are C([O-])([O-])=O.[K+].[K+] (potassium carbonate), FC1=C(CBr)C=CC=C1 (2-fluorobenzyl bromide), C(CCC)N1C(NC(C=C1Cl)=O)=O (1-butyl-6-chloro-1H-pyrimidine-2,4-dione). The solvent is [Cl-].[Na+].O (brine), CN(C=O)C (N,N-dimethylformamide). Conditions: temperature 23 celsius, time 2 hour. Product: C(CCC)N1C(N(C(C=C1Cl)=O)CC1=C(C=CC=C1)F)=O (1-butyl-6-chloro-3-(2-fluorobenzyl)-1H-pyrimidine-2,4-dione). Yield: 88.5%. As a reaction SMILES: [CH2:1]([N:5]1[C:10]([Cl:11])=[CH:9][C:8](=[O:12])[NH:7][C:6]1=[O:13])[CH2:2][CH2:3][CH3:4].C(=O)([O-])[O-].[K+].[K+].[F:20][C:21]1[CH:28]=[CH:27][CH:26]=[CH:25][C:22]=1[CH2:23]Br>CN(C)C=O.[Cl-].[Na+].O>[CH2:1]([N:5]1[C:10]([Cl:11])=[CH:9][C:8](=[O:12])[N:7]([CH2:23][C:22]2[CH:25]=[CH:26][CH:27]=[CH:28][C:21]=2[F:20])[C:6]1=[O:13])[CH2:2][CH2:3][CH3:4] |f:1.2.3,6.7.8|. Procedure: The crude product from step 1 (3.0 g, 14.8 mmol) was dissolved in N,N-dimethylformamide (30 mL) and treated with potassium carbonate (4.08 g, 29.6 mmol) and 2-fluorobenzyl bromide (Aldrich) (1.8 ml, 14.8 mmol). The reaction was stirred at 23° C. for 2 hours and then at 48° C. for 3 hours. The reaction was mixed with diluted brine and extracted with ethyl acetate (3×). The combined ethyl acetate extracts were then washed with diluted aqueous sodium chloride solution and brine, dried (sodium sulfa...